Task: describe an organic reaction: reactants, conditions, products, and yield. Dataset: the Open Reaction Database (ORD), a public repository of structured organic reaction records The reactants are C(C1=CC=CC=C1)C(C(=O)O)CC1=CC=CC=C1 (dibenzyl acetic acid), PrO2. Run in CC(=O)O (HOAc). The product is C1(CCCCC1)CC(C(=O)O)CC1CCCCC1 (Bis-(cyclohexylmethyl)acetic acid). Isolated yield 98.3%. As a reaction SMILES: [CH2:1]([CH:8]([CH2:12][C:13]1[CH:18]=[CH:17][CH:16]=[CH:15][CH:14]=1)[C:9]([OH:11])=[O:10])[C:2]1[CH:7]=[CH:6][CH:5]=[CH:4][CH:3]=1>CC(O)=O>[CH:2]1([CH2:1][CH:8]([CH2:12][CH:13]2[CH2:18][CH2:17][CH2:16][CH2:15][CH2:14]2)[C:9]([OH:11])=[O:10])[CH2:3][CH2:4][CH2:5][CH2:6][CH2:7]1. Reported procedure: A solution of 3.0 g (12.5 mmol) of dibenzyl acetic acid in 100 mL of HOAc was treated with 0.5 g PrO2 and reduced with H2 at 25° C., 50 psi. When the required amount of H2 had been taken up, the mixture was filtered and the solvent removed under reduced pressure. Hexane was added and the solvent removed again leaving 3.1 g (98.4% yield) of the product as an oil which crystallized on standing, mp 67°-69° C. The structure was confirmed by NMR and mass spectroscopy. The reactants are FC=1C=CC(=C(C1)C)[N+](=O)[O-] (5-fluoro-2-nitrotoluene), C([O-])([O-])=O.[Na+].[Na+] (sodium carbonate), CN(CCCN)CCCN (3,3′-Diamino-N-methyldipropylamine). The solvent is C1(=CC=CC=C1)C (toluene). Conditions: temperature 100 celsius. The product is CN(CCCNC1=CC(=C(C=C1)[N+](=O)[O-])C)CCCNC1=CC(=C(C=C1)[N+](=O)[O-])C (N1-Methyl-N3-(3-methyl-4-nitrophenyl)-N1-{3-[(3-methyl-4-nitrophenyl)-amino]propyl}-1,3-propanediamine). As a reaction SMILES: F[C:2]1[CH:3]=[CH:4][C:5]([N+:9]([O-:11])=[O:10])=[C:6]([CH3:8])[CH:7]=1.C(=O)([O-])[O-].[Na+].[Na+].[CH3:18][N:19]([CH2:24][CH2:25][CH2:26][NH2:27])[CH2:20][CH2:21][CH2:22][NH2:23]>C1(C)C=CC=CC=1>[CH3:18][N:19]([CH2:24][CH2:25][CH2:26][NH:27][C:2]1[CH:3]=[CH:4][C:5]([N+:9]([O-:11])=[O:10])=[C:6]([CH3:8])[CH:7]=1)[CH2:20][CH2:21][CH2:22][NH:23][C:2]1[CH:3]=[CH:4][C:5]([N+:9]([O-:11])=[O:10])=[C:6]([CH3:8])[CH:7]=1 |f:1.2.3|. Reported procedure: To 5-fluoro-2-nitrotoluene (50.0 g, 0.32 mol) was added sodium carbonate (17.1 g, 0.16 mol) at 60° C. 3,3′-Diamino-N-methyldipropylamine (23.7 g, 0.16 mol) was then carefully added dropwise (exothermic reaction). The resulting mixture was heated at 100° C. for 12 hours. 100 ml toluene were added to the cooled reaction mixture causing the inorganic salts to precipitate, which were filtered off. The organic phase was then concentrated down under vacuum in a rotovap to afford the product as a resid... Starting materials: CC(=C)CC(C)(C)C (2,4,4-trimethylpent-1-ene), [Na] (sodium), C(\C=C/C(=O)O)(=O)O (maleic acid). Yields the product C1(\C=C/C(=O)O1)=O (maleic anhydride), CC(=C)CC(C)(C)C (2,4,4-trimethylpent-1-ene). Reaction SMILES: [Na].[C:2]([OH:9])(=[O:8])/[CH:3]=[CH:4]\[C:5]([OH:7])=O.[CH3:10][C:11]([CH2:13][C:14]([CH3:17])([CH3:16])[CH3:15])=[CH2:12]>>[C:5]1(=[O:7])[O:9][C:2](=[O:8])[CH:3]=[CH:4]1.[CH3:12][C:11]([CH2:13][C:14]([CH3:17])([CH3:16])[CH3:15])=[CH2:10] |^1:0|. Procedure details: Type B is the sodium salt of a copolymer of maleic acid and 2,4,4-trimethylpent-1-ene obtained by hydrolysis of a copolymer of maleic anhydride and 2,4,4-trimethylpent-1-ene. Latter copolymer is obtainable in accordance with Example 3 of EP-A 9169. Instead of isolating the unhydrolyzed copolymer by spray drying as in Example 3 of EP-A 9169, 325 parts of water are added to the suspension and excess diisobutene is distilled off by steam distillation (bath temperature 80° C.). When an internal temp... Run in O (water), C(C)(=O)OCC (ethyl acetate). Reactants: [Cl-].O[NH3+] (hydroxylammonium chloride), C(O)([O-])=O.[Na+] (sodium hydrogen carbonate), CS(=O)C (dimethyl sulfoxide), CC=1N(C(C(=C(N1)CCC)CC1=CC=C(C=C1)C=1C(=CC=CC1)C#N)=O)C1=CC=C(C=C1)OCCC (4′-{[2-methyl-6-oxo-1-(4-propoxyphenyl)-4-propyl-1,6-dihydropyrimidin-5-yl]methyl}biphenyl-2-carbonitrile). Procedure: A mixture of hydroxylammonium chloride (1.32 g), sodium hydrogen carbonate (1.92 g) and dimethyl sulfoxide (10 mL) was stirred at 40° C. for 30 min, 4′-{[2-methyl-6-oxo-1-(4-propoxyphenyl)-4-propyl-1,6-dihydropyrimidin-5-yl]methyl}biphenyl-2-carbonitrile (0.91 g) was added, and the mixture was stirred at 90° C. for 18 hr. The reaction mixture was allowed to cool to room temperature, ethyl acetate and water were added, and the mixture was extracted with ethyl acetate. The organic layer was washed... The yield is 71.4%. Reaction conditions: temperature 40 celsius, time 30 minute. As a reaction SMILES: [Cl-].O[NH3+:3].[C:4](=[O:7])([O-])[OH:5].[Na+].CS(C)=O.[CH3:13][C:14]1[N:15]([C:39]2[CH:44]=[CH:43][C:42]([O:45][CH2:46][CH2:47][CH3:48])=[CH:41][CH:40]=2)[C:16](=[O:38])[C:17]([CH2:23][C:24]2[CH:29]=[CH:28][C:27]([C:30]3[C:31]([C:36]#[N:37])=[CH:32][CH:33]=[CH:34][CH:35]=3)=[CH:26][CH:25]=2)=[C:18]([CH2:20][CH2:21][CH3:22])[N:19]=1>O.C(OCC)(=O)C>[CH3:13][C:14]1[N:15]([C:39]2[CH:44]=[CH:43][C:42]([O:45][CH2:46][CH2:47][CH3:48])=[CH:41][CH:40]=2)[C:16](=[O:38])[C:17]([CH2:23][C:24]2[CH:25]=[CH:26][C:27]([C:30]3[CH:35]=[CH:34][CH:33]=[CH:32][C:31]=3[C:36]3[NH:3][C:4](=[O:7])[O:5][N:37]=3)=[CH:28][CH:29]=2)=[C:18]([CH2:20][CH2:21][CH3:22])[N:19]=1 |f:0.1,2.3|. Product: CC1=NC(=C(C(N1C1=CC=C(C=C1)OCCC)=O)CC1=CC=C(C=C1)C1=C(C=CC=C1)C1=NOC(N1)=O)CCC (2-methyl-5-{[2′-(5-oxo-4,5-dihydro-1,2,4-oxadiazol-3-yl)biphenyl-4-yl]methyl}-3-(4-propoxyphenyl)-6-propylpyrimidin-4(3H)-one).